From a dataset of the Open Reaction Database (ORD), a public repository of structured organic reaction records. describe an organic reaction: reactants, conditions, products, and yield Starting materials: OCc1ccccc1, [H-], [Na+], Cc1ccc(S(=O)(=O)Cl)cc1. Yields the product Cc1ccc(S(=O)(=O)OCc2ccccc2)cc1. RXN SMILES: [CH2:1]([c:2]1[cH:3][cH:4][cH:5][cH:6][cH:7]1)[OH:8].[H-:9].[Na+:10].[S:11](=[O:12])(=[O:13])([c:14]1[cH:15][cH:16][c:17]([CH3:18])[cH:19][cH:20]1)[Cl:21]>>[CH2:1]([c:2]1[cH:3][cH:4][cH:5][cH:6][cH:7]1)[O:8][S:11](=[O:12])(=[O:13])[c:14]1[cH:15][cH:16][c:17]([CH3:18])[cH:19][cH:20]1. Starting materials: COC([C@H]1N(C[C@@H](C1)OC(C1=C(C=C(C=C1C)C)C)=O)C)=O (trans-1-Methyl-4-(2,4,6-trimethylbenzoyloxy) proline methyl ester), [OH-].[Na+] (NaOH), [Li+].CCC[CH2-] (N-butyllithium), CC(C)=NO (acetone oxime). The solvent is C1CCOC1 (THF), O (H2O), C1CCOC1 (THF), C1CCOC1 (THF). Conditions: time 2 hour. Product: C(C(=O)O)(=O)O.CC1=NOC(=C1)[C@@H]1N(C[C@H](C1)O)C (3-Methyl-5-(trans-4-hydroxy-1-methyl-2-pyrrolidinyl)-isoxazole oxalate salt). Isolated yield 21.0%. RXN SMILES: [Li+].CCC[CH2-].[CH3:6][C:7](=[N:9][OH:10])[CH3:8].CO[C:13](=[O:32])[C@@H:14]1[CH2:18][C@@H:17]([O:19][C:20](=[O:30])[C:21]2C(C)=CC(C)=CC=2C)[CH2:16][N:15]1[CH3:31].[OH-:33].[Na+]>C1COCC1.O>[C:20]([OH:19])(=[O:30])[C:21]([OH:10])=[O:33].[CH3:8][C:7]1[CH:6]=[C:13]([C@H:14]2[CH2:18][C@H:17]([OH:19])[CH2:16][N:15]2[CH3:31])[O:32][N:9]=1 |f:0.1,4.5,8.9|. Procedure: N-butyllithium (1.70 mL, 2.5 M, 4.26 mmol) was added dropwise at 0° C. to a solution of acetone oxime (155.5 mg, 2.13 mmol)in anhydrous THF (10.0 mL). The resulting solution was stirred at the same temperature for two hours. trans-1-Methyl-4-(2,4,6-trimethylbenzoyloxy) proline methyl ester (21c, 500.0 mg, 1.64 mmol)in anhydrous THF (5.0 mL) was slowly added to the solution through syringe. The resulting mixture was further stirred at 0 ° C for eight hours and slowly warmed to room temperature ov... The yield is 74.6%. The solvent is C1CCOC1 (THF), C1CCOC1 (THF). The reactants are C(C)OC(=O)C=1C(C2=CC(=CC=C2C1C1=CC=CC=C1)OC)Br (1-Bromo-6-methoxy-3-phenyl-1H-indene-2-carboxylic acid ethyl ester), C(C)N (ethylamine). Product: C(C)OC(=O)C=1C(C2=CC(=CC=C2C1C1=CC=CC=C1)OC)NCC (1-ethylamino-6-methoxy-3-phenyl-1H-indene-2-carboxylic Acid Ethyl Ester). Conditions: time 12 hour. Reported procedure: 1-Bromo-6-methoxy-3-phenyl-1H-indene-2-carboxylic acid ethyl ester (100 mg, 0.27 mmol) obtained in Example 18 was dissolved in THF (10 mL), and 2.0 M ethylamine (0.68 mL, 1.35 mmol) in THF was added dropwise thereto. The mixture was stirred for 12 hrs at RT, and the solvent was removed under a reduced pressure. The resulting residue was purified by flash chromatography to obtain 68 mg of the titled compound (yield: 75.6%). RXN SMILES: [CH2:1]([O:3][C:4]([C:6]1[CH:7](Br)[C:8]2[C:13]([C:14]=1[C:15]1[CH:20]=[CH:19][CH:18]=[CH:17][CH:16]=1)=[CH:12][CH:11]=[C:10]([O:21][CH3:22])[CH:9]=2)=[O:5])[CH3:2].[CH2:24]([NH2:26])[CH3:25]>C1COCC1>[CH2:1]([O:3][C:4]([C:6]1[CH:7]([NH:26][CH2:24][CH3:25])[C:8]2[C:13]([C:14]=1[C:15]1[CH:20]=[CH:19][CH:18]=[CH:17][CH:16]=1)=[CH:12][CH:11]=[C:10]([O:21][CH3:22])[CH:9]=2)=[O:5])[CH3:2]. Starting materials: N#Cc1cccc(NC(=O)Nc2ccc(S(=O)(=O)NCc3ccc(S(N)(=O)=O)cc3)cc2)c1, C1CN(CC2OCCO2)CCN1. Yields the product N=C(c1cccc(NC(=O)Nc2ccc(S(=O)(=O)NCc3ccc(S(N)(=O)=O)cc3)cc2)c1)N1CCN(CC2OCCO2)CC1. Reaction SMILES: [C:1](#[N:2])[c:3]1[cH:4][c:5]([NH:9][C:10]([NH:11][c:12]2[cH:13][cH:14][c:15]([S:18](=[O:19])(=[O:20])[NH:21][CH2:22][c:23]3[cH:24][cH:25][c:26]([S:29]([NH2:30])(=[O:31])=[O:32])[cH:27][cH:28]3)[cH:16][cH:17]2)=[O:33])[cH:6][cH:7][cH:8]1.[O:34]1[CH:35]([CH2:39][N:40]2[CH2:41][CH2:42][NH:43][CH2:44][CH2:45]2)[O:36][CH2:37][CH2:38]1>>[C:1](=[NH:2])([c:3]1[cH:4][c:5]([NH:9][C:10]([NH:11][c:12]2[cH:13][cH:14][c:15]([S:18](=[O:19])(=[O:20])[NH:21][CH2:22][c:23]3[cH:24][cH:25][c:26]([S:29]([NH2:30])(=[O:31])=[O:32])[cH:27][cH:28]3)[cH:16][cH:17]2)=[O:33])[cH:6][cH:7][cH:8]1)[N:43]1[CH2:42][CH2:41][N:40]([CH2:39][CH:35]2[O:34][CH2:38][CH2:37][O:36]2)[CH2:45][CH2:44]1.